Task: describe an organic reaction: reactants, conditions, products, and yield. Dataset: the Open Reaction Database (ORD), a public repository of structured organic reaction records Starting materials: solid, ( a ), amine, NC1=CC=C(C=N1)/C=C/C(=O)O ((E)-3-(6-amino-pyridin-3-yl)acrylic acid), COC1=C(CCN)C=CC=C1OC ((2,3-dimethoxy-benzyl)methyl-amine), methyl-1-propyl-naphthalen-2-ylmethyl, Cl.CN1CC(NC2=C(C1)C=C(C=N2)/C=C/C(=O)O)=O ((E)-3-(4-methyl-2-oxo-2,3,4,5-tetrahydro-1H-pyrido[2,3-e][1,4]diazepin-7-yl)acrylic acid hydrochloride). The product is NC1=CC=C(C=N1)/C=C/C(=O)N(C)CC1=C(C(=CC=C1)OC)OC ((E)-3-(6-Amino-pyridin-3-yl)-N-(2,3-dimethoxy-benzyl)-N-methyl-acrylamide). RXN SMILES: [CH3:1][O:2][C:3]1[C:11]([O:12][CH3:13])=[CH:10][CH:9]=[CH:8][C:4]=1[CH2:5]CN.[NH2:14][C:15]1[N:20]=[CH:19][C:18](/[CH:21]=[CH:22]/[C:23]([OH:25])=O)=[CH:17][CH:16]=1.Cl.[CH3:27][N:28]1CC2C=C(/C=C/C(O)=O)C=NC=2NC(=O)C1>>[NH2:14][C:15]1[N:20]=[CH:19][C:18](/[CH:21]=[CH:22]/[C:23]([N:28]([CH2:5][C:4]2[CH:8]=[CH:9][CH:10]=[C:11]([O:12][CH3:13])[C:3]=2[O:2][CH3:1])[CH3:27])=[O:25])=[CH:17][CH:16]=1 |f:2.3|. Procedure: According to the procedure of Example 1 (a), except substituting (2,3-dimethoxy-benzyl)methyl-amine for the methyl-1-propyl-naphthalen-2-ylmethyl)amine, and substituting (E)-3-(6-amino-pyridin-3-yl)acrylic acid for the (E)-3-(4-methyl-2-oxo-2,3,4,5-tetrahydro-1H-pyrido[2,3-e][1,4]diazepin-7-yl)acrylic acid hydrochloride, the title compound was prepared as a pale yellow solid (434 mg, 53%): 1H NMR (300 MHz, DMSO-d6) δ 8.14 (d, J=11.3 Hz, 1H), 7.89-7.77 (m, 1H), 7.44-7.39 (m, 1H), 7.05-6.94 (m, 3H... The reactants are Cc1ccccc1, CCOC(=O)C(C)C#N, C=CC(C)=O. Product: CCOC(=O)C(C)(C#N)CCC(C)=O. Reaction SMILES: [CH3:15][c:16]1[cH:17][cH:18][cH:19][cH:20][cH:21]1.[CH3:1][CH2:2][O:3][C:4](=[O:5])[CH:6]([CH3:7])[C:8]#[N:9].[CH:10](=[CH2:11])[C:12](=[O:13])[CH3:14]>>[CH3:1][CH2:2][O:3][C:4](=[O:5])[C:6]([CH3:7])([C:8]#[N:9])[CH2:11][CH2:10][C:12](=[O:13])[CH3:14]. Reactants: Cl.COC(=O)C1(CCCCC1)NC (1-methylaminocyclohexane-1-carboxylic acid methyl ester hydrochloride), Cl.CN (methylamine hydrochloride). The product is Cl.COC(=O)C1(CCCCC1)NCC (1-Ethylaminocyclohexane-1-carboxylic acid methyl ester hydrochloride). Reaction SMILES: [ClH:1].[CH3:2][O:3][C:4]([C:6]1([NH:12][CH3:13])[CH2:11][CH2:10][CH2:9][CH2:8][CH2:7]1)=[O:5].Cl.[CH3:15]N>>[ClH:1].[CH3:2][O:3][C:4]([C:6]1([NH:12][CH2:13][CH3:15])[CH2:7][CH2:8][CH2:9][CH2:10][CH2:11]1)=[O:5] |f:0.1,2.3,4.5|. Procedure details: 1-Ethylaminocyclohexane-1-carboxylic acid methyl ester hydrochloride was prepared by the same methods as 1-methylaminocyclohexane-1-carboxylic acid methyl ester hydrochloride, substituting ethylamine hydrochloride for methylamine hydrochloride, in the first step. Starting materials: C(CCC)C=1OC2=C(C1)C=C(C=C2)N (2-n-butyl-5-amino-benzofuran), CS(=O)(=O)Cl (methanesulfonyl chloride). The product is C(CCC)C=1OC2=C(C1)C=C(C=C2)NS(=O)(=O)C (2-n-butyl-5-methanesulfonamido-benzofuran). RXN SMILES: [CH2:1]([C:5]1[O:6][C:7]2[CH:13]=[CH:12][C:11]([NH2:14])=[CH:10][C:8]=2[CH:9]=1)[CH2:2][CH2:3][CH3:4].[CH3:15][S:16](Cl)(=[O:18])=[O:17]>>[CH2:1]([C:5]1[O:6][C:7]2[CH:13]=[CH:12][C:11]([NH:14][S:16]([CH3:15])(=[O:18])=[O:17])=[CH:10][C:8]=2[CH:9]=1)[CH2:2][CH2:3][CH3:4]. Procedure details: Patent application WO0248132 describes a method for the synthesis of dronedarone using 2-n-butyl-5-nitro-benzofuran which is reduced, under pressure, with hydrogen in the presence of platinum oxide as catalyst in order to form 2-n-butyl-5-amino-benzofuran. This benzofuran derivative is then subjected to the action of methanesulfonyl chloride, which gives 2-n-butyl-5-methanesulfonamido-benzofuran which is treated with 4-[3-(di-n-butylamino)-propoxy]-benzoyl chloride to give dronedarone. Reactants: NC1=C(C#N)C=C(C=C1)Br (2-amino-5-bromobenzonitrile), ClC=1C=C(C=CC1)B(O)O (3-chlorophenyl boronic acid). Yields the product NC1=C(C=C(C=C1)C1=CC(=CC=C1)Cl)C#N (4-Amino-3′-chloro-biphenyl-3-carbonitrile). RXN SMILES: [NH2:1][C:2]1[CH:9]=[CH:8][C:7](Br)=[CH:6][C:3]=1[C:4]#[N:5].[Cl:11][C:12]1[CH:13]=[C:14](B(O)O)[CH:15]=[CH:16][CH:17]=1>>[NH2:1][C:2]1[CH:9]=[CH:8][C:7]([C:16]2[CH:15]=[CH:14][CH:13]=[C:12]([Cl:11])[CH:17]=2)=[CH:6][C:3]=1[C:4]#[N:5]. Procedure details: Prepared from 2-amino-5-bromobenzonitrile and 3-chlorophenyl boronic acid according to procedure A. Off-white solid: mp 118-119° C.; 1H-NMR (DMSO-d6) δ 7.80 (d, 1H, J=2.3 Hz), 7.65-7.72 (m, 2H), 7.57 (d, 1H, J=8.0 Hz), 7.42 (t, 1H, J=7.9 Hz), 7.31 (m, 1H), 6.87 (d, 1H, J=8.7 Hz), 6.29 (br, 2H); Anal. Calc. For C13H9ClN2: C, 68.28; H, 3.97; N, 12.25: Found: C, 67.68; H, 4.06; N, 11.89.